Dataset: the Open Reaction Database (ORD), a public repository of structured organic reaction records. Task: describe an organic reaction: reactants, conditions, products, and yield Run in O (water). Reported procedure: 2-[4-ethoxy-3-(trifluoromethyl)phenyl]-4,4,5,5-tetramethyl-1,3,2-dioxaborolane (188 mg), Na2CO3 (217 mg), and tetrakis(triphenylphosphine)palladium (0) (29 mg) were added to a mixture of 2,4-dichloro-7-methyl-7H-pyrrolo[2,3-d]pyrimidine (100 mg), dioxane (2 mL), and water (0.3 mL) in an argon atmosphere, and the reaction mixture was stirred at 100° C. for 6 hours. After the reaction mixture was cooled to room temperature, extraction thereof was performed using EtOAc, and the extract was washed w... The reagents and catalysts are C=1C=CC(=CC1)[P](C=2C=CC=CC2)(C=3C=CC=CC3)[Pd]([P](C=4C=CC=CC4)(C=5C=CC=CC5)C=6C=CC=CC6)([P](C=7C=CC=CC7)(C=8C=CC=CC8)C=9C=CC=CC9)[P](C=1C=CC=CC1)(C=1C=CC=CC1)C=1C=CC=CC1 (tetrakis(triphenylphosphine)palladium). Product: ClC=1N=C(C2=C(N1)N(C=C2)C)C2=CC(=C(C=C2)OCC)C(F)(F)F (2-chloro-4-[4-ethoxy-3-(trifluoromethyl)phenyl]-7-methyl-7H-pyrrolo[2,3-d]pyrimidine). Reaction SMILES: [CH2:1]([O:3][C:4]1[CH:9]=[CH:8][C:7](B2OC(C)(C)C(C)(C)O2)=[CH:6][C:5]=1[C:19]([F:22])([F:21])[F:20])[CH3:2].C([O-])([O-])=O.[Na+].[Na+].[Cl:29][C:30]1[N:31]=[C:32](Cl)[C:33]2[CH:38]=[CH:37][N:36]([CH3:39])[C:34]=2[N:35]=1.O1CCOCC1>C1C=CC([P]([Pd]([P](C2C=CC=CC=2)(C2C=CC=CC=2)C2C=CC=CC=2)([P](C2C=CC=CC=2)(C2C=CC=CC=2)C2C=CC=CC=2)[P](C2C=CC=CC=2)(C2C=CC=CC=2)C2C=CC=CC=2)(C2C=CC=CC=2)C2C=CC=CC=2)=CC=1.O>[Cl:29][C:30]1[N:31]=[C:32]([C:7]2[CH:8]=[CH:9][C:4]([O:3][CH2:1][CH3:2])=[C:5]([C:19]([F:20])([F:21])[F:22])[CH:6]=2)[C:33]2[CH:38]=[CH:37][N:36]([CH3:39])[C:34]=2[N:35]=1 |f:1.2.3,^1:50,52,71,90|. The yield is 73.8%. Run at temperature 100 celsius, time 6 hour. Reactants: C(C)OC1=C(C=C(C=C1)B1OC(C(O1)(C)C)(C)C)C(F)(F)F (2-[4-ethoxy-3-(trifluoromethyl)phenyl]-4,4,5,5-tetramethyl-1,3,2-dioxaborolane), C(=O)([O-])[O-].[Na+].[Na+] (Na2CO3), ClC=1N=C(C2=C(N1)N(C=C2)C)Cl (2,4-dichloro-7-methyl-7H-pyrrolo[2,3-d]pyrimidine), O1CCOCC1 (dioxane). The reactants are C(C1=CC=CC=C1)OC1=C(C(=O)NC2=C(C(=O)OC(C)(C)C)C=CC(=C2)C2=CC=CC=C2)C=CC(=C1)OCCN1CCOCC1 (tert-butyl 2-(2-(benzyloxy)-4-(2-(morpholin-4-yl)ethoxy)benzamido)-4-phenylbenzoate). The reagents and catalysts are [C].[Pd] (palladium-carbon). Solvent: CO (methanol), C(C)(=O)OCC (ethyl acetate). Reaction conditions: time 3 hour. Product: OC1=C(C(=O)NC2=C(C(=O)O)C=CC(=C2)C2=CC=CC=C2)C=CC(=C1)OCCN1CCOCC1 (2-(2-hydroxy-4-(2-(morpholin-4-yl)ethoxy)benzamido)-4-phenylbenzoic acid). The yield is 24.5%. RXN SMILES: C([O:8][C:9]1[CH:36]=[C:35]([O:37][CH2:38][CH2:39][N:40]2[CH2:45][CH2:44][O:43][CH2:42][CH2:41]2)[CH:34]=[CH:33][C:10]=1[C:11]([NH:13][C:14]1[CH:26]=[C:25]([C:27]2[CH:32]=[CH:31][CH:30]=[CH:29][CH:28]=2)[CH:24]=[CH:23][C:15]=1[C:16]([O:18]C(C)(C)C)=[O:17])=[O:12])C1C=CC=CC=1>CO.C(OCC)(=O)C.[C].[Pd]>[OH:8][C:9]1[CH:36]=[C:35]([O:37][CH2:38][CH2:39][N:40]2[CH2:45][CH2:44][O:43][CH2:42][CH2:41]2)[CH:34]=[CH:33][C:10]=1[C:11]([NH:13][C:14]1[CH:26]=[C:25]([C:27]2[CH:28]=[CH:29][CH:30]=[CH:31][CH:32]=2)[CH:24]=[CH:23][C:15]=1[C:16]([OH:18])=[O:17])=[O:12] |f:3.4|. Procedure details: To a solution mixture of the obtained tert-butyl 2-(2-(benzyloxy)-4-(2-(morpholin-4-yl)ethoxy)benzamido)-4-phenylbenzoate (0.059 g) in methanol (2.0 mL) and ethyl acetate (2.0 mL), 10% palladium-carbon (0.012 g) was added, followed by stirring under a hydrogen atmosphere at room temperature for 3 hours. The insoluble substance was removed by filtration, and the solvent was evaporated under reduced pressure. Diisopropyl ether was added to the obtained residue, and the solid substance was collecte... Starting materials: ON=C(C(=O)OCC)C(=O)C1=CC=CC=C1 (Ethyl 2-hydroxyimino-3-phenyl-3-oxopropionate), NCC1=CC=CC2=CC=CC=C12 (1-aminomethylnaphthalene). Yields the product C1(=CC=CC2=CC=CC=C12)C=1NC(=C(N1)C(=O)OCC)C1=CC=CC=C1 (ethyl 2-(1-naphthyl)-5-phenylimidazole-4-carboxylate). Yield: 41.3%. As a reaction SMILES: O[N:2]=[C:3]([C:9]([C:11]1[CH:16]=[CH:15][CH:14]=[CH:13][CH:12]=1)=O)[C:4]([O:6][CH2:7][CH3:8])=[O:5].[NH2:17][CH2:18][C:19]1[C:28]2[C:23](=[CH:24][CH:25]=[CH:26][CH:27]=2)[CH:22]=[CH:21][CH:20]=1>>[C:19]1([C:18]2[NH:17][C:9]([C:11]3[CH:16]=[CH:15][CH:14]=[CH:13][CH:12]=3)=[C:3]([C:4]([O:6][CH2:7][CH3:8])=[O:5])[N:2]=2)[C:28]2[C:23](=[CH:24][CH:25]=[CH:26][CH:27]=2)[CH:22]=[CH:21][CH:20]=1. Procedure details: Ethyl 2-hydroxyimino-3-phenyl-3-oxopropionate (10.0 g) and 1-aminomethylnaphthalene (7.8 g) were reacted and treated in the same manner as in Starting Material Synthetic Example 1 to give ethyl 2-(1-naphthyl)-5-phenylimidazole-4-carboxylate (6.4 g). 6.0 g therefrom was dissolved in ethyl alcohol (120 ml) and 1 M sodium hydroxide solution (45 ml) was added. The mixture was reacted and treated in the same manner as in Starting Material Synthetic Example 2 to give 2-(1-naphthyl)-5-phenylimidazole-4... Starting materials: ClC1=CC=C(C=C1)CCC1(OC1)C(C)(C)C (2-(4-chlorophenylethyl)-2-tert.-butyl-oxirane), N1N=CN=C1 (1,2,4-triazole). The solvent is C(C)O (ethanol). The product is ClC1=CC=C(C=C1)CCC(C(C)(C)C)(O)CN1N=CN=C1 (1-(4-chlorophenyl)-4,4-dimethyl-3-(1,2,4-triazol-1-yl-methyl)-pentane-3-ol). The yield is 53.3%. Reaction SMILES: [Cl:1][C:2]1[CH:7]=[CH:6][C:5]([CH2:8][CH2:9][C:10]2([C:13]([CH3:16])([CH3:15])[CH3:14])[CH2:12][O:11]2)=[CH:4][CH:3]=1.[NH:17]1[CH:21]=[N:20][CH:19]=[N:18]1>C(O)C>[Cl:1][C:2]1[CH:7]=[CH:6][C:5]([CH2:8][CH2:9][C:10]([CH2:12][N:17]2[CH:21]=[N:20][CH:19]=[N:18]2)([OH:11])[C:13]([CH3:16])([CH3:15])[CH3:14])=[CH:4][CH:3]=1. Reported procedure: A solution of 17.9 g (0.075 mole) of 2-(4-chlorophenylethyl)-2-tert.-butyl-oxirane and 6.9 g (0.1 mole) of 1,2,4-triazole in 30 ml of ethanol was heated in a bomb tube at 150° C. for 20 hours. The reaction solution was allowed to cool and was concentrated. The residue was dissolved in ether and the solution was washed three times with water and once with sodium chloride solution, dried over sodium sulphate and concentrated. The residue was chromatographed over a silica gel column (mobile phase: ... The reactants are BrC=1C=C2C=NC(=NC2=C(C1)OC)Cl (6-bromo-2-chloro-8-methoxy-quinazoline), NC1=C(C#N)C(=C(C=C1)Br)F (2-amino-5-bromo-6-fluoro-benzonitrile). The product is BrC=1C(=C2C=NC(=NC2=CC1)Cl)F (6-bromo-2-chloro-5-fluoro-quinazoline). Reaction SMILES: [Br:1][C:2]1[CH:3]=[C:4]2[C:9](=[C:10](OC)[CH:11]=1)[N:8]=[C:7]([Cl:14])[N:6]=[CH:5]2.NC1C=CC(Br)=C([F:25])C=1C#N>>[Br:1][C:2]1[C:3]([F:25])=[C:4]2[C:9](=[CH:10][CH:11]=1)[N:8]=[C:7]([Cl:14])[N:6]=[CH:5]2. Reported procedure: 6-bromo-2-chloro-5-fluoro-quinazoline is prepared analogously to WO 2007/117607 or to the above-mentioned synthesis of 6-bromo-2-chloro-8-methoxy-quinazoline starting from 2-amino-5-bromo-6-fluoro-benzonitrile. Starting materials: C(C)(C)(C)OC(=O)N1C(CCCC1)CCOC1=C(C(NC2=CC(=C(C=C12)[N+](=O)[O-])Cl)=O)C1=CC(=CC=C1)Br (2-{2-[3-(3-bromophenyl)-7-chloro-6-nitro-2-oxo-1,2-dihydroquinolin-4-yloxy]-ethyl}-piperidine-1-carboxylic acid tert-butyl ester), NN (hydrazine). Reagents/catalysts: O.O.O.O.O.O.[Fe](Cl)(Cl)Cl (iron(III)chloride hexahydrate). Run at time 15 minute. The product is C(C)(C)(C)OC(=O)N1C(CCCC1)CCOC1=C(C(NC2=CC(=C(C=C12)N)Cl)=O)C1=CC(=CC=C1)Br (2-{2-[6-amino-3-(3-bromophenyl)-7-chloro-2-oxo-1,2-dihydroquinolin-4-yloxy]-ethyl}-piperidine-1-carboxylic acid tert-butyl ester). Isolated yield 76.9%. As a reaction SMILES: [C:1]([O:5][C:6]([N:8]1[CH2:13][CH2:12][CH2:11][CH2:10][CH:9]1[CH2:14][CH2:15][O:16][C:17]1[C:26]2[C:21](=[CH:22][C:23]([Cl:30])=[C:24]([N+:27]([O-])=O)[CH:25]=2)[NH:20][C:19](=[O:31])[C:18]=1[C:32]1[CH:37]=[CH:36][CH:35]=[C:34]([Br:38])[CH:33]=1)=[O:7])([CH3:4])([CH3:3])[CH3:2].NN>O.O.O.O.O.O.[Fe](Cl)(Cl)Cl>[C:1]([O:5][C:6]([N:8]1[CH2:13][CH2:12][CH2:11][CH2:10][CH:9]1[CH2:14][CH2:15][O:16][C:17]1[C:26]2[C:21](=[CH:22][C:23]([Cl:30])=[C:24]([NH2:27])[CH:25]=2)[NH:20][C:19](=[O:31])[C:18]=1[C:32]1[CH:37]=[CH:36][CH:35]=[C:34]([Br:38])[CH:33]=1)=[O:7])([CH3:4])([CH3:2])[CH3:3] |f:2.3.4.5.6.7.8|. Procedure: To a solution of 2-{2-[3-(3-bromophenyl)-7-chloro-6-nitro-2-oxo-1,2-dihydroquinolin-4-yloxy]-ethyl}-piperidine-1-carboxylic acid tert-butyl ester (Example 8, 119 mg in 6 mL methanol) was added 4 mg iron(III)chloride hexahydrate followed by 25 mg activated carbon and the mixture heated to reflux on an oil bath. After 15 minutes, hydrazine (0.037 mL) was added dropwise and the reaction allowed to proceed at reflux for 3 hours. At this time, the mixture was cooled to room temperature, filtered thro... Starting materials: COCCN1CCC(c2ccc(C(OC(CC(C)C)C(=O)NCC#N)c3ccccc3)cc2)CC1, CC(C)=O, CO. Yields the product COCC[N+]1([O-])CCC(c2ccc(C(OC(CC(C)C)C(=O)NCC#N)c3ccccc3)cc2)CC1. RXN SMILES: [C:1](#[N:2])[CH2:3][NH:4][C:5]([CH:6]([CH2:7][CH:8]([CH3:9])[CH3:10])[O:11][CH:12]([c:13]1[cH:14][cH:15][cH:16][cH:17][cH:18]1)[c:19]1[cH:20][cH:21][c:22]([CH:25]2[CH2:26][CH2:27][N:28]([CH2:31][CH2:32][O:33][CH3:34])[CH2:29][CH2:30]2)[cH:23][cH:24]1)=[O:35].[CH3:36][C:37](=[O:38])[CH3:39].[CH3:40][OH:41]>>[C:1](#[N:2])[CH2:3][NH:4][C:5]([CH:6]([CH2:7][CH:8]([CH3:9])[CH3:10])[O:11][CH:12]([c:13]1[cH:14][cH:15][cH:16][cH:17][cH:18]1)[c:19]1[cH:20][cH:21][c:22]([CH:25]2[CH2:26][CH2:27][N+:28]([CH2:31][CH2:32][O:33][CH3:34])([O-:38])[CH2:29][CH2:30]2)[cH:23][cH:24]1)=[O:35]. The reactants are O (water), Cl (hydrochloric acid), C(C)(=O)OCCOC1=C(C=CC=C1)CN1C(=NC2=NC=C(C=C21)C2=CC=CC=C2)C2=CC(=CC=C2)OC ([2-[[2-(3-methoxyphenyl)-6-phenyl-1H-imidazo[4,5-b]pyridin-1-yl]methyl]phenoxy]ethyl acetate), C(C)(=O)OCCOC1=C(C=CC=C1)CN1C(=NC2=NC=C(C=C21)C2=CC=CC=C2)C2=CC(=CC=C2)OC ([2-[[2-(3-methoxyphenyl)-6-phenyl-1H-imidazo[4,5-b]pyridin-1-yl]methyl]phenoxy]ethyl acetate), O1C(CCC1)CCO (tetrahydrofuran-ethanol), [OH-].[Li+] (lithium hydroxide). Reaction conditions: time 2 hour. Product: COC=1C=C(C=CC1)C=1N(C=2C(=NC=C(C2)C2=CC=CC=C2)N1)CC1=C(OCC(=O)O)C=CC=C1 ([2-[[2-(3-methoxyphenyl)-6-phenyl-1H-imidazo[4,5-b]pyridin-1-yl]methyl]phenoxy]acetic acid). The yield is 55.0%. RXN SMILES: C(OCC[O:7][C:8]1[CH:13]=[CH:12][CH:11]=[CH:10][C:9]=1[CH2:14][N:15]1[C:23]2[C:18](=[N:19][CH:20]=[C:21]([C:24]3[CH:29]=[CH:28][CH:27]=[CH:26][CH:25]=3)[CH:22]=2)[N:17]=[C:16]1[C:30]1[CH:35]=[CH:34][CH:33]=[C:32]([O:36][CH3:37])[CH:31]=1)(=O)C.[OH-:38].[Li+].O.Cl.O1CCCC1[CH2:47][CH2:48][OH:49]>>[CH3:37][O:36][C:32]1[CH:31]=[C:30]([C:16]2[N:15]([CH2:14][C:9]3[CH:10]=[CH:11][CH:12]=[CH:13][C:8]=3[O:7][CH2:47][C:48]([OH:49])=[O:38])[C:23]3[C:18]([N:17]=2)=[N:19][CH:20]=[C:21]([C:24]2[CH:29]=[CH:28][CH:27]=[CH:26][CH:25]=2)[CH:22]=3)[CH:35]=[CH:34][CH:33]=1 |f:1.2|. Procedure details: [2-[[2-(3-methoxyphenyl)-6-phenyl-1H-imidazo[4,5-b]pyridin-1-yl]methyl]phenoxy]ethyl acetate (Compound of Example 158) (28 mg) was dissolved in tetrahydrofuran-ethanol (1:1, v/v, 3.6 ml), and to the solution was added 2 N lithium hydroxide (1.2 ml). The mixture was stirred at room temperature for 2 hours. The reaction mixture was poured into water, and to the mixture was added 2 N hydrochloric acid to adjust the pH to 3. The mixture was extracted with ethyl acetate-tetrahydrofuran (3:1, v/v). Th... The reactants are [Al+3], CCOCC, COC(=O)C(F)=CC1(c2ccc(Cl)cc2)CC1, [H-], [H-], [H-], [H-], [Li+], O. Product: OCC(F)=CC1(c2ccc(Cl)cc2)CC1. RXN SMILES: [Al+3:19].[CH3:25][CH2:26][O:27][CH2:28][CH3:29].[Cl:1][c:2]1[cH:3][cH:4][c:5]([C:8]2([CH:11]=[C:12]([C:13](=[O:14])[O:15][CH3:16])[F:17])[CH2:9][CH2:10]2)[cH:6][cH:7]1.[H-:18].[H-:21].[H-:22].[H-:23].[Li+:20].[OH2:24]>>[Cl:1][c:2]1[cH:3][cH:4][c:5]([C:8]2([CH:11]=[C:12]([CH2:13][OH:14])[F:17])[CH2:9][CH2:10]2)[cH:6][cH:7]1.